From a dataset of the Open Reaction Database (ORD), a public repository of structured organic reaction records. describe an organic reaction: reactants, conditions, products, and yield Reactants: [BH4-], C1CCOC1, CCCCCCCCCCCCCCCCCCOCC(COS(C)(=O)=O)OC, C[O-], CO, [Na+], [Na+], O, OCCCCCCS. Yields the product CCCCCCCCCCCCCCCCCCOCC(CSCCCCCCO)OC. RXN SMILES: [BH4-:12].[CH2:44]1[O:45][CH2:46][CH2:47][CH2:48]1.[CH3:14][S:15]([O:16][CH2:19][CH:20]([CH2:21][O:22][CH2:23][CH2:24][CH2:25][CH2:26][CH2:27][CH2:28][CH2:29][CH2:30][CH2:31][CH2:32][CH2:33][CH2:34][CH2:35][CH2:36][CH2:37][CH2:38][CH2:39][CH3:40])[O:41][CH3:42])(=[O:17])=[O:18].[CH3:1][O-:2].[CH3:49][OH:50].[Na+:13].[Na+:3].[OH2:43].[SH:4][CH2:5][CH2:6][CH2:7][CH2:8][CH2:9][CH2:10][OH:11]>>[S:4]([CH2:5][CH2:6][CH2:7][CH2:8][CH2:9][CH2:10][OH:11])[CH2:19][CH:20]([CH2:21][O:22][CH2:23][CH2:24][CH2:25][CH2:26][CH2:27][CH2:28][CH2:29][CH2:30][CH2:31][CH2:32][CH2:33][CH2:34][CH2:35][CH2:36][CH2:37][CH2:38][CH2:39][CH3:40])[O:41][CH3:42]. Starting materials: ClC1=C(N=CC(=N1)N1[C@@H]([C@@H](CCC1)NC(N(C)C)=O)C)C#N (3-((2R,3R)-1-(6-chloro-5-cyanopyrazin-2-yl)-2-methylpiperidin-3-yl)-1,1-dimethylurea), C1(CC1)N1CCC(CC1)(C)C1=CC=C(N)C=C1 (4-(1-cyclopropyl-4-methylpiperidin-4-yl)aniline), C([O-])([O-])=O.[Cs+].[Cs+] (cesium carbonate), C=1C=CC(=CC1)P(C=2C=CC=CC2)C3=CC=C4C=CC=CC4=C3C5=C6C=CC=CC6=CC=C5P(C=7C=CC=CC7)C=8C=CC=CC8 (BINAP). The reagents and catalysts are CC(=O)[O-].CC(=O)[O-].[Pd+2] (Pd(OAc)2). Run in O1CCOCC1 (dioxane). Reaction conditions: temperature 115 celsius, time 2 hour. Product: C(#N)C=1N=CC(=NC1NC1=CC=C(C=C1)C1(CCN(CC1)C1CC1)C)N1[C@@H]([C@@H](CCC1)NC(N(C)C)=O)C (3-((2R,3R)-1-(5-cyano-6-(4-(1-cyclopropyl-4-methylpiperidin-4-yl)phenylamino)pyrazin-2-yl)-2-methylpiperidin-3-yl)-1,1-dimethylurea). Reaction SMILES: Cl[C:2]1[N:7]=[C:6]([N:8]2[CH2:13][CH2:12][CH2:11][C@@H:10]([NH:14][C:15](=[O:19])[N:16]([CH3:18])[CH3:17])[C@H:9]2[CH3:20])[CH:5]=[N:4][C:3]=1[C:21]#[N:22].[CH:23]1([N:26]2[CH2:31][CH2:30][C:29]([C:33]3[CH:39]=[CH:38][C:36]([NH2:37])=[CH:35][CH:34]=3)([CH3:32])[CH2:28][CH2:27]2)[CH2:25][CH2:24]1.C(=O)([O-])[O-].[Cs+].[Cs+].C1C=CC(P(C2C(C3C(P(C4C=CC=CC=4)C4C=CC=CC=4)=CC=C4C=3C=CC=C4)=C3C(C=CC=C3)=CC=2)C2C=CC=CC=2)=CC=1>O1CCOCC1.CC([O-])=O.CC([O-])=O.[Pd+2]>[C:21]([C:3]1[N:4]=[CH:5][C:6]([N:8]2[CH2:13][CH2:12][CH2:11][C@@H:10]([NH:14][C:15](=[O:19])[N:16]([CH3:18])[CH3:17])[C@H:9]2[CH3:20])=[N:7][C:2]=1[NH:37][C:36]1[CH:38]=[CH:39][C:33]([C:29]2([CH3:32])[CH2:30][CH2:31][N:26]([CH:23]3[CH2:25][CH2:24]3)[CH2:27][CH2:28]2)=[CH:34][CH:35]=1)#[N:22] |f:2.3.4,7.8.9|. Reported procedure: The mixture of 3-((2R,3R)-1-(6-chloro-5-cyanopyrazin-2-yl)-2-methylpiperidin-3-yl)-1,1-dimethylurea (326) (75 mg, 0.23 mmol), 4-(1-cyclopropyl-4-methylpiperidin-4-yl)aniline (342) (65 mg, 0.28 mmol), fine-powder cesium carbonate (230 mg, 0.70 mmol), Pd(OAc)2 (16 mg, 0.07 mmol), BINAP (44 mg, 0.07 mmol) in 20 mL dioxane was degassed with nitrogen stream for 3 min. It was then stirred in 115° C. bath in nitrogen atmosphere for 2 hours. The mixture was cooled to RT, diluted with 100 mL EtOAc, and f...